From a dataset of the Open Reaction Database (ORD), a public repository of structured organic reaction records. describe an organic reaction: reactants, conditions, products, and yield Starting materials: COC(=O)c1ccc(N)cn1, O=Cc1cccc(F)c1, c1ccccc1. The product is COC(=O)c1ccc(N=Cc2cccc(F)c2)cn1. As a reaction SMILES: [CH3:1][O:2][C:3](=[O:4])[c:5]1[n:6][cH:7][c:8]([NH2:11])[cH:9][cH:10]1.[F:12][c:13]1[cH:14][c:15]([CH:16]=[O:17])[cH:18][cH:19][cH:20]1.[cH:21]1[cH:22][cH:23][cH:24][cH:25][cH:26]1>>[CH3:1][O:2][C:3](=[O:4])[c:5]1[n:6][cH:7][c:8]([N:11]=[CH:16][c:15]2[cH:14][c:13]([F:12])[cH:20][cH:19][cH:18]2)[cH:9][cH:10]1. Reactants: ClC=1C=C(C=CC1OC(C)C)C1=NC(=NO1)C1=C2C=CN=C(C2=CC=C1)N1CCC(CC1)C(=O)OCC (ethyl 1-[5-(5-{3-chloro-4-[(1-methylethyl)oxy]phenyl}-1,2,4-oxadiazol-3-yl)-1-isoquinolinyl]-4-piperidinecarboxylate), O1CCCC1 (tetrahydrofuran), CO (methanol), [OH-].[Li+] (lithium hydroxide). Solvent: O (water). Run at temperature 80 celsius, time 3 hour. Yields the product [Li+].ClC=1C=C(C=CC1OC(C)C)C1=NC(=NO1)C1=C2C=CN=C(C2=CC=C1)N1CCC(CC1)C(=O)[O-] (1-[5-(5-{3-Chloro-4-[(1-methylethyl)oxy]phenyl}-1,2,4-oxadiazol-3-yl)-1-isoquinolinyl]-4-piperidinecarboxylic acid lithium salt). Yield: 59.8%. As a reaction SMILES: [Cl:1][C:2]1[CH:3]=[C:4]([C:12]2[O:16][N:15]=[C:14]([C:17]3[CH:26]=[CH:25][CH:24]=[C:23]4[C:18]=3[CH:19]=[CH:20][N:21]=[C:22]4[N:27]3[CH2:32][CH2:31][CH:30]([C:33]([O:35]CC)=[O:34])[CH2:29][CH2:28]3)[N:13]=2)[CH:5]=[CH:6][C:7]=1[O:8][CH:9]([CH3:11])[CH3:10].O1CCCC1.CO.[OH-].[Li+:46]>O>[Li+:46].[Cl:1][C:2]1[CH:3]=[C:4]([C:12]2[O:16][N:15]=[C:14]([C:17]3[CH:26]=[CH:25][CH:24]=[C:23]4[C:18]=3[CH:19]=[CH:20][N:21]=[C:22]4[N:27]3[CH2:32][CH2:31][CH:30]([C:33]([O-:35])=[O:34])[CH2:29][CH2:28]3)[N:13]=2)[CH:5]=[CH:6][C:7]=1[O:8][CH:9]([CH3:11])[CH3:10] |f:3.4,6.7|. Procedure: A mixture of ethyl 1-[5-(5-{3-chloro-4-[(1-methylethyl)oxy]phenyl}-1,2,4-oxadiazol-3-yl)-1-isoquinolinyl]-4-piperidinecarboxylate (D14; 35 mg, 0.067 mmol), tetrahydrofuran (THF) (2.0 ml), methanol (2.0 ml), water (1 ml) and lithium hydroxide (1.61 mg, 0.067 mmol) was left to stir at 80° C. for 3 h. The solvent was removed in vacuo and the residue was triturated with diethyl ether. The mixture was filtered to give the title compound as a pale peach coloured solid (20 mg).